Dataset: the Open Reaction Database (ORD), a public repository of structured organic reaction records. Task: describe an organic reaction: reactants, conditions, products, and yield Reactants: ice water, C(=O)([O-])[O-].[K+].[K+] (K2CO3), [N+](=O)([O-])C1=CC=C(CBr)C=C1 (p-nitrobenzyl bromide), C(C1=CC=CC=C1)N1C(NCC1=O)=O (3-benzylimidazolidin-2,4-dione). Solvent: CN(C)C=O (DMF), CN(C)C=O (DMF), CN(C)C=O (DMF). Conditions: time 72 hour. Yields the product C(C1=CC=CC=C1)N1C(N(CC1=O)CC1=CC=C(C=C1)[N+](=O)[O-])=O (3-Benzyl-1-(4-nitrobenzyl)imidazolidin-2,4-dione). Yield: 81.3%. As a reaction SMILES: [CH2:1]([N:8]1[C:12](=[O:13])[CH2:11][NH:10][C:9]1=[O:14])[C:2]1[CH:7]=[CH:6][CH:5]=[CH:4][CH:3]=1.C([O-])([O-])=O.[K+].[K+].[N+:21]([C:24]1[CH:31]=[CH:30][C:27]([CH2:28]Br)=[CH:26][CH:25]=1)([O-:23])=[O:22]>CN(C=O)C>[CH2:1]([N:8]1[C:12](=[O:13])[CH2:11][N:10]([CH2:28][C:27]2[CH:30]=[CH:31][C:24]([N+:21]([O-:23])=[O:22])=[CH:25][CH:26]=2)[C:9]1=[O:14])[C:2]1[CH:3]=[CH:4][CH:5]=[CH:6][CH:7]=1 |f:1.2.3|. Procedure details: A solution of 3-benzylimidazolidin-2,4-dione (5.7 g, JACS 1965, 3414) in DMF (10 ml) was added under N2 to a stirred suspension of anhy. K2CO3 (4.1 g) in DMF (10 ml), followed by the addition of a solution of p-nitrobenzyl bromide (6.45 g, Aldrich) in DMF (10 ml). After additions were complete, the mixture was stirred at room temperature for 72 hours, then poured into ice-water and extracted with ethyl acetate (×3). The combined extracts were washed with water (×2) and brine, dried over MgSO4 an... Reactants: C(CCCCCCCCC)(=O)O (Decanoic acid), C(=O)(O)[O-].[Na+] (NaHCO3), ClCOS(=O)(=O)Cl (ClCH2OSO2Cl), C(Cl)Cl (CH2Cl2). The reagents and catalysts are [N+](CCCC)(CCCC)(CCCC)CCCC.[O-]S(=O)(=O)O (Bu4NHSO4). The solvent is O (H2O). Run at temperature 0 celsius, time 30 minute. Yields the product ClCOC(CCCCCCCCC)=O (chloromethyldecanoate). Yield: 100.0%. Reaction SMILES: [C:1]([OH:12])(=[O:11])[CH2:2][CH2:3][CH2:4][CH2:5][CH2:6][CH2:7][CH2:8][CH2:9][CH3:10].C([O-])(O)=O.[Na+].[Cl:18][CH2:19]OS(Cl)(=O)=O.C(Cl)Cl>[N+](CCCC)(CCCC)(CCCC)CCCC.[O-]S(O)(=O)=O.O>[Cl:18][CH2:19][O:11][C:1](=[O:12])[CH2:2][CH2:3][CH2:4][CH2:5][CH2:6][CH2:7][CH2:8][CH2:9][CH3:10] |f:1.2,5.6|. Procedure: Decanoic acid (0.2 gm, 1.2 mmol) was treated with 4 eq NaHCO3, 0.1 eq Bu4NHSO4 and, 1.2 eq ClCH2OSO2Cl in 1:1 CH2Cl2:H2O. The reaction was stirred vigorously at 0° C. for 30 min then room temperature (“RT”) for 3 hrs. Aqueous workup yielded chloromethyldecanoate (yield 100%). Starting materials: ClC=1C=2N(C=CN1)N=C(N2)N (8-Chloro-[1,2,4]triazolo[1,5-a]pyrazin-2-ylamine), I (HI), [OH-].[Na+] (NaOH). The solvent is O (water), O (water). Conditions: temperature 50 celsius, time 16 hour. Product: IC=1C=2N(C=CN1)N=C(N2)N (8-Iodo-[1,2,4]triazolo[1,5-a]pyrazin-2-ylamine). Yield: 92.7%. As a reaction SMILES: Cl[C:2]1[C:3]2[N:4]([N:8]=[C:9]([NH2:11])[N:10]=2)[CH:5]=[CH:6][N:7]=1.[IH:12].[OH-].[Na+]>O>[I:12][C:2]1[C:3]2[N:4]([N:8]=[C:9]([NH2:11])[N:10]=2)[CH:5]=[CH:6][N:7]=1 |f:2.3|. Reported procedure: 8-Chloro-[1,2,4]triazolo[1,5-a]pyrazin-2-ylamine (5.500 g; 32.43 mmol) is suspended in water (40.0 ml) before HI (67%, 21.855 ml; 194 mmol) is added. The mixture is stirred at 50° C. for 16 h and monitored by HPLC. The mixture is cooled to Rt, diluted with water. After adding NaOH till pH 14 is reached, the resulting suspension is cooled to 0° C. and all solids are filtered off giving 8-Iodo-[1,2,4]triazolo[1,5-a]pyrazin-2-ylamine (7.850 g; 30.074 mmol) as a yellow solid. Starting materials: C(C)O (ethanol), [OH-].[K+] (potassium hydroxide), C1(CCCC1)CCCC1=CC(=C(C=C1)N(S(=O)(=O)C=1C=C2CCN(CC2=CC1)C(C(F)(F)F)=O)CC1=CC=C(C=C1)OC)F (N-[4-(3-cyclopentylpropyl)-2-fluorophenyl]-N-(4-methoxybenzyl)-2-(trifluoroacetyl)-1,2,3,4-tetrahydroisoquinoline-6-sulfonamide). The solvent is O1CCCC1 (tetrahydrofuran), O (water). Conditions: time 15 hour. Yields the product C1(CCCC1)CCCC1=CC(=C(C=C1)N(S(=O)(=O)C=1C=C2CCNCC2=CC1)CC1=CC=C(C=C1)OC)F (N-[4-(3-Cyclopentylpropyl)-2-fluorophenyl]-N-(4-methoxybenzyl)-1,2,3,4-tetrahydroisoquinoline-6-sulfonamide). Reaction SMILES: C(O)C.[OH-].[K+].[CH:6]1([CH2:11][CH2:12][CH2:13][C:14]2[CH:19]=[CH:18][C:17]([N:20]([CH2:40][C:41]3[CH:46]=[CH:45][C:44]([O:47][CH3:48])=[CH:43][CH:42]=3)[S:21]([C:24]3[CH:25]=[C:26]4[C:31](=[CH:32][CH:33]=3)[CH2:30][N:29](C(=O)C(F)(F)F)[CH2:28][CH2:27]4)(=[O:23])=[O:22])=[C:16]([F:49])[CH:15]=2)[CH2:10][CH2:9][CH2:8][CH2:7]1>O1CCCC1.O>[CH:6]1([CH2:11][CH2:12][CH2:13][C:14]2[CH:19]=[CH:18][C:17]([N:20]([CH2:40][C:41]3[CH:46]=[CH:45][C:44]([O:47][CH3:48])=[CH:43][CH:42]=3)[S:21]([C:24]3[CH:25]=[C:26]4[C:31](=[CH:32][CH:33]=3)[CH2:30][NH:29][CH2:28][CH2:27]4)(=[O:22])=[O:23])=[C:16]([F:49])[CH:15]=2)[CH2:10][CH2:9][CH2:8][CH2:7]1 |f:1.2|. Procedure: An aqueous solution (10 mL) of ethanol (20 mL) and potassium hydroxide (730 mg, 12.86 mmol) was added to a solution of N-[4-(3-cyclopentylpropyl)-2-fluorophenyl]-N-(4-methoxybenzyl)-2-(trifluoroacetyl)-1,2,3,4-tetrahydroisoquinoline-6-sulfonamide obtained (4.07 g, 6.43 mmol) in tetrahydrofuran (10 mL), and the mixture was stirred at room temperature for 15 hr. The mixture was diluted with water and extracted with chloroform. The organic layer was concentrated under reduced pressure, a mixed solv... Starting materials: N1(CCCCC1)CC=1C=C(OCCCNC(=O)NN)C=CC1 (N-[3-[3-(1-piperidinylmethyl) phenoxy]propyl]-hydrazine carboxamide), C1(=CC=CC=C1)N=C=O (phenyl isocyanate). Yields the product C1(=CC=CC=C1)NC(=O)NNC(=O)NCCCOC1=CC(=CC=C1)CN1CCCCC1 (N-Phenyl-N'-[3-[3-(1-piperidinylmethyl)phenoxy]propyl]-1,2hydrazine dicarboxamide). As a reaction SMILES: [N:1]1([CH2:7][C:8]2[CH:9]=[C:10]([CH:20]=[CH:21][CH:22]=2)[O:11][CH2:12][CH2:13][CH2:14][NH:15][C:16]([NH:18][NH2:19])=[O:17])[CH2:6][CH2:5][CH2:4][CH2:3][CH2:2]1.[C:23]1([N:29]=[C:30]=[O:31])[CH:28]=[CH:27][CH:26]=[CH:25][CH:24]=1>>[C:23]1([NH:29][C:30]([NH:19][NH:18][C:16]([NH:15][CH2:14][CH2:13][CH2:12][O:11][C:10]2[CH:20]=[CH:21][CH:22]=[C:8]([CH2:7][N:1]3[CH2:6][CH2:5][CH2:4][CH2:3][CH2:2]3)[CH:9]=2)=[O:17])=[O:31])[CH:28]=[CH:27][CH:26]=[CH:25][CH:24]=1. Procedure: The compound is prepared by a method analogous to that of Example 20 from N-[3-[3-(1-piperidinylmethyl) phenoxy]propyl]-hydrazine carboxamide and phenyl isocyanate. The analytical values are summarized in Table I.